From a dataset of the Open Reaction Database (ORD), a public repository of structured organic reaction records. describe an organic reaction: reactants, conditions, products, and yield The reactants are [OH-].[K+] (KOH), ClC=1C=C2CCCN(C2=CC1)[C@H](C(=O)O)C(C)C ((S)-2-(6-chloro-3,4-dihydroquinolin-1(2H)-yl)-3-methylbutanoic acid), ClC=1C=C2CCCN(C2=CC1)[C@@H](C(=O)OCC)CC(C)C ((R)-ethyl 2-(6-chloro-3,4-dihydroquinolin-1(2H)-yl)-4-methylpentanoate). Solvent: CO (MeOH). Reaction conditions: time 8 hour. The product is ClC=1C=C2CCCN(C2=CC1)[C@@H](C(=O)O)CC(C)C ((R)-2-(6-Chloro-3,4-dihydroquinolin-1(2H)-yl)-4-methylpentanoic acid). RXN SMILES: [OH-].[K+].[Cl:3][C:4]1[CH:5]=[C:6]2[C:11](=[CH:12][CH:13]=1)[N:10]([C@H:14]([CH2:20][CH:21]([CH3:23])[CH3:22])[C:15]([O:17]CC)=[O:16])[CH2:9][CH2:8][CH2:7]2.ClC1C=C2C(=CC=1)N([C@@H](C(C)C)C(O)=O)CCC2>CO>[Cl:3][C:4]1[CH:5]=[C:6]2[C:11](=[CH:12][CH:13]=1)[N:10]([C@H:14]([CH2:20][CH:21]([CH3:23])[CH3:22])[C:15]([OH:17])=[O:16])[CH2:9][CH2:8][CH2:7]2 |f:0.1|. Reported procedure: KOH (2.0 M in H2O, 0.34 mL, 0.68 mmol) was added to a 0° C., stirring solution of (R)-ethyl 2-(6-chloro-3,4-dihydroquinolin-1(2H)-yl)-4-methylpentanoate (50 mg, 0.17 mmol) in MeOH (0.32 mL). The reaction was allowed to warm to RT and stirred overnight. Due to the instability of the final product as a solid, the solution containing (S)-2-(6-chloro-3,4-dihydroquinolin-1(2H)-yl)-3-methylbutanoic acid was used for the next step without further work up. LC/MS (10%/99% CH3CN (0.035% TFA)/H2O (0.05% TF...